Task: describe an organic reaction: reactants, conditions, products, and yield. Dataset: the Open Reaction Database (ORD), a public repository of structured organic reaction records Reactants: OC1=C(C=CC=C1)CC(=O)OCC1=CC=C(C=C1)OC (4-Methoxybenzyl 2-hydroxyphenylacetate), C1CCC(CC1)N=C=NC2CCCCC2 (N,N,-dichyclohexyl-carbodiimide), CN(C)C1=NC=CC=C1 (dimethylaminopyridine), C(=O)(OCC1=CC=CC=C1)N[C@@H](C(C)C)C(=O)O (CBz-L-valine). Solvent: ClCCl (dichloromethane). The product is C(=O)(OCC1=CC=CC=C1)N[C@@H](C(C)C)C(=O)OC1=C(C=CC=C1)CC(=O)OCC1=CC=C(C=C1)OC (4-Methoxybenzyl 2-(N-CBz-L-valyloxy)phenylacetate). Yield: 93.5%. RXN SMILES: [OH:1][C:2]1[CH:7]=[CH:6][CH:5]=[CH:4][C:3]=1[CH2:8][C:9]([O:11][CH2:12][C:13]1[CH:18]=[CH:17][C:16]([O:19][CH3:20])=[CH:15][CH:14]=1)=[O:10].C1CCC(N=C=NC2CCCCC2)CC1.CN(C1C=CC=CN=1)C.[C:45]([NH:55][C@H:56]([C:60](O)=[O:61])[CH:57]([CH3:59])[CH3:58])([O:47][CH2:48][C:49]1[CH:54]=[CH:53][CH:52]=[CH:51][CH:50]=1)=[O:46]>ClCCl>[C:45]([NH:55][C@H:56]([C:60]([O:1][C:2]1[CH:7]=[CH:6][CH:5]=[CH:4][C:3]=1[CH2:8][C:9]([O:11][CH2:12][C:13]1[CH:14]=[CH:15][C:16]([O:19][CH3:20])=[CH:17][CH:18]=1)=[O:10])=[O:61])[CH:57]([CH3:59])[CH3:58])([O:47][CH2:48][C:49]1[CH:54]=[CH:53][CH:52]=[CH:51][CH:50]=1)=[O:46]. Reported procedure: 4-Methoxybenzyl 2-hydroxyphenylacetate 3 g, 11 mmol), N,N,-dichyclohexyl-carbodiimide (2.7 g, 13.2 mmol), dimethylaminopyridine (0.134 g, 1.1 mmol) and CBz-L-valine (3.3 g, 13.2 mmol) were dissolved in dichloromethane (50 ml). After the weekend the solid was filtered off, the solvent removed under reduced pressure and the crude product purified by chromatography (ethyl acetate, hexane, 1:2) to give the title compound (5.2 g, 93%). Starting materials: C(C)(C)(C)OC(=O)NC1=C(C(=O)NCC(=O)NCC2CCN(CC2)CC2=CC(=C(C=C2)O)[N+](=O)[O-])C=C(C(=C1)F)F (4-[[N-(2-(tert-butoxycarbonylamino)-4,5-difluorobenzoyl)glycyl]aminomethyl]-1-(4-hydroxy-3-nitrobenzyl)piperidine). Reagents/catalysts: [C].[Pd] (palladium carbon). The solvent is CO (methanol). Run at time 4 hour. Product: NC=1C=C(CN2CCC(CC2)CNC(CNC(C2=C(C=C(C(=C2)F)F)NC(=O)OC(C)(C)C)=O)=O)C=CC1O (1-(3-amino-4-hydroxybenzyl)-4-[[N-(2-(tert-butoxycarbonylamino)-4,5-difluorobenzoyl)glycyl]aminomethyl]piperidine). Isolated yield 60.0%. RXN SMILES: [C:1]([O:5][C:6]([NH:8][C:9]1[CH:39]=[C:38]([F:40])[C:37]([F:41])=[CH:36][C:10]=1[C:11]([NH:13][CH2:14][C:15]([NH:17][CH2:18][CH:19]1[CH2:24][CH2:23][N:22]([CH2:25][C:26]2[CH:31]=[CH:30][C:29]([OH:32])=[C:28]([N+:33]([O-])=O)[CH:27]=2)[CH2:21][CH2:20]1)=[O:16])=[O:12])=[O:7])([CH3:4])([CH3:3])[CH3:2]>[C].[Pd].CO>[NH2:33][C:28]1[CH:27]=[C:26]([CH:31]=[CH:30][C:29]=1[OH:32])[CH2:25][N:22]1[CH2:23][CH2:24][CH:19]([CH2:18][NH:17][C:15](=[O:16])[CH2:14][NH:13][C:11](=[O:12])[C:10]2[CH:36]=[C:37]([F:41])[C:38]([F:40])=[CH:39][C:9]=2[NH:8][C:6]([O:5][C:1]([CH3:4])([CH3:3])[CH3:2])=[O:7])[CH2:20][CH2:21]1 |f:1.2|. Reported procedure: A mixture of the resulting 4-[[N-(2-(tert-butoxycarbonylamino)-4,5-difluorobenzoyl)glycyl]aminomethyl]-1-(4-hydroxy-3-nitrobenzyl)piperidine with a 10% palladium carbon (45 mg) and methanol (5 mL) was stirred at room temperature under a hydrogen atmosphere for 4 hours. The palladium catalyst was removed by filtration, and the filtrate was concentrated to provide 1-(3-amino-4-hydroxybenzyl)-4-[[N-(2-(tert-butoxycarbonylamino)-4,5-difluorobenzoyl)glycyl]aminomethyl]piperidine (100 mg, 60%).